This data is from the Open Reaction Database (ORD), a public repository of structured organic reaction records. The task is: describe an organic reaction: reactants, conditions, products, and yield Starting materials: C(C)(C)(C)O (t-butanol), ClC1=C(C=CC=C1)C=C (1-Chloro-2-vinyl-benzene), S(=O)([O-])[O-].[Na+].[Na+] (sodium sulfite). Run in O (water). Run at temperature 0 celsius, time 2 hour. The product is ClC1=C(C=CC=C1)C(CO)O (1-(2-Chloro-phenyl)-ethane-1,2-diol). RXN SMILES: [C:1]([OH:5])(C)([CH3:3])[CH3:2].[Cl:6][C:7]1C=[CH:11][CH:10]=[CH:9][C:8]=1C=C.S([O-])([O-])=[O:16].[Na+].[Na+]>O>[Cl:6][C:7]1[CH:8]=[CH:9][CH:10]=[CH:11][C:2]=1[CH:1]([OH:5])[CH2:3][OH:16] |f:2.3.4|. Procedure details: To a vigrouosly stirred mixture of AD-mix (1.4 g) in water (5 ml) and t-butanol (5 ml) at 0° C. was added 1-Chloro-2-vinyl-benzene (0.140 grams, 1.0 mmole) and stirred at 0° C. for 2 hours. To the mixture sodium sulfite (1.5 g) was added and allowed to warm to room temperature for 1 hour. The mixture was extracted with methylene chloride. The combined extracts were washed with brine, dried over Na2SO4, filtered, and concentrated to give a colorless oil (0.190 g). MW 172.61; MS (m/e) 190 (M++18). Reactants: O(C1=CC=CC=C1)C1=CC=C(C=C1)C1CCNCC1 (4-(4-phenoxyphenyl)-piperidine), BrCC=1OC2=C(C1)C=CC=C2 (2-bromomethylbenzofuran). Product: O1C(=CC2=C1C=CC=C2)CN2CCC(CC2)C2=CC=C(C=C2)OC2=CC=CC=C2 (1-(benzofuran-2-yl)methyl-4-(4-phenoxyphenyl)piperidine). Reaction SMILES: [O:1]([C:8]1[CH:13]=[CH:12][C:11]([CH:14]2[CH2:19][CH2:18][NH:17][CH2:16][CH2:15]2)=[CH:10][CH:9]=1)[C:2]1[CH:7]=[CH:6][CH:5]=[CH:4][CH:3]=1.Br[CH2:21][C:22]1[O:23][C:24]2[CH:30]=[CH:29][CH:28]=[CH:27][C:25]=2[CH:26]=1>>[O:23]1[C:24]2[CH:30]=[CH:29][CH:28]=[CH:27][C:25]=2[CH:26]=[C:22]1[CH2:21][N:17]1[CH2:18][CH2:19][CH:14]([C:11]2[CH:12]=[CH:13][C:8]([O:1][C:2]3[CH:3]=[CH:4][CH:5]=[CH:6][CH:7]=3)=[CH:9][CH:10]=2)[CH2:15][CH2:16]1. Procedure details: The same procedure was followed as in Example 11 using the compound (9) synthesized in Example 2 and 2-bromomethylbenzofuran to produce the above. The reactants are ClC1=NC=CC(=C1C(F)(F)F)N(C)C[C@H]1[C@@H](C1)C1=CC=C(C=C1)F (trans 2-chloro-N-((2-(4-fluorophenyl)cyclopropyl)methyl)-N-methyl-3-(trifluoromethyl)pyridin-4-amine), O.NN (hydrazine hydrate). Run in O1CCOCC1 (dioxane). The product is FC1=CC=C(C=C1)[C@H]1[C@@H](C1)CN(C1=C(C(=NC=C1)NN)C(F)(F)F)C (trans-N-((2-(4-fluorophenyl)cyclopropyl)methyl)-2-hydrazinyl-N-methyl-3-(trifluoromethyl)pyridin-4-amine). Isolated yield 92.9%. Reaction SMILES: Cl[C:2]1[C:7]([C:8]([F:11])([F:10])[F:9])=[C:6]([N:12]([CH2:14][C@@H:15]2[CH2:17][C@H:16]2[C:18]2[CH:23]=[CH:22][C:21]([F:24])=[CH:20][CH:19]=2)[CH3:13])[CH:5]=[CH:4][N:3]=1.O.[NH2:26][NH2:27]>O1CCOCC1>[F:24][C:21]1[CH:22]=[CH:23][C:18]([C@@H:16]2[CH2:17][C@H:15]2[CH2:14][N:12]([CH3:13])[C:6]2[CH:5]=[CH:4][N:3]=[C:2]([NH:26][NH2:27])[C:7]=2[C:8]([F:11])([F:10])[F:9])=[CH:19][CH:20]=1 |f:1.2|. Procedure details: A mixture of trans 2-chloro-N-((2-(4-fluorophenyl)cyclopropyl)methyl)-N-methyl-3-(trifluoromethyl)pyridin-4-amine (1.2 g, 3.34 mmol) and hydrazine hydrate (3.32 mL, 66.9 mmol) in dioxane (20 mL) was heated to reflux under nitrogen for 6 h. The reaction mixture was concentrated. The reaction mixture was diluted with EtOAc and washed with aqueous sodium bicarbonate. The aqueous layer was extracted with EtOAc (3×20 mL). The combined organic layers were washed with aqueous sodium bicarbonate (2×20 m... Starting materials: CS(=O)(=O)N1CCC(=CC2=C1C=CC(=C2)C2=CC=C(C=C2)OCCOC(C)C)C(=O)O (1-methylsulfonyl-7-[4-(2-propoxy)ethoxyphenyl]-2,3-dihydro-1H-1-benzazepine-4-carboxylic acid), CN(C)C=O (DMF), S(=O)(Cl)Cl (thionyl chloride). Conditions: time 30 minute. The product is CS(=O)(=O)N1CCC(=CC2=C1C=CC(=C2)C2=CC=C(C=C2)OCCOC(C)C)C(=O)NC2=CC=C(C=C2)CN(C2CCOCC2)C (1-methylsulfonyl N-[4-[[N-methyl-N-(tetrahydro-2H-pyran-4-yl)amino]methyl]phenyl]-7-[4-(2-propoxy)ethoxyphenyl]-2,3-dihydro-1H-1-benzazepine-4-carboxamide). Isolated yield 58.0%. Reaction SMILES: [CH3:1][S:2]([N:5]1[C:11]2[CH:12]=[CH:13][C:14]([C:16]3[CH:21]=[CH:20][C:19]([O:22][CH2:23][CH2:24][O:25][CH:26]([CH3:28])[CH3:27])=[CH:18][CH:17]=3)=[CH:15][C:10]=2[CH:9]=[C:8]([C:29](O)=[O:30])[CH2:7][CH2:6]1)(=[O:4])=[O:3].S(Cl)(Cl)=O.[CH3:36][N:37]([CH:39]=O)[CH3:38]>>[CH3:1][S:2]([N:5]1[C:11]2[CH:12]=[CH:13][C:14]([C:16]3[CH:17]=[CH:18][C:19]([O:22][CH2:23][CH2:24][O:25][CH:26]([CH3:28])[CH3:27])=[CH:20][CH:21]=3)=[CH:15][C:10]=2[CH:9]=[C:8]([C:29]([NH:5][C:11]2[CH:12]=[CH:13][C:14]([CH2:39][N:37]([CH3:36])[CH:38]3[CH2:24][CH2:23][O:22][CH2:19][CH2:18]3)=[CH:15][CH:10]=2)=[O:30])[CH2:7][CH2:6]1)(=[O:4])=[O:3]. Procedure details: In DMF (6.5 ml) was dissolved 1-methylsulfonyl-7-[4-(2-propoxy)ethoxyphenyl]-2,3-dihydro-1H-1-benzazepine-4-carboxylic acid (296 mg). To the solution was added thionyl chloride (0.12 ml), and the mixture was stirred at room temperature for 30 minutes. Under reduced pressure, the solvent was evaporated, and to the residue was added THF (15.0 ml). On the other hand, to 4-[[N-methyl-N-(tetrahydro-2H-pyran-4-yl)amino]methyl]aniline dihydrochloride (234 mg) was added THF (10.0 ml), and then was added... Starting materials: CC#N, O=C=Nc1ccccc1, c1cc(-c2ccc3c(c2)CCN3)ccn1. Yields the product O=C(Nc1ccccc1)N1CCc2cc(-c3ccncc3)ccc21. Reaction SMILES: [CH3:25][C:26]#[N:27].[O:16]=[C:17]=[N:18][c:19]1[cH:20][cH:21][cH:22][cH:23][cH:24]1.[n:1]1[cH:2][cH:3][c:4](-[c:7]2[cH:8][c:9]3[c:13]([cH:14][cH:15]2)[NH:12][CH2:11][CH2:10]3)[cH:5][cH:6]1>>[n:1]1[cH:2][cH:3][c:4](-[c:7]2[cH:8][c:9]3[c:13]([cH:14][cH:15]2)[N:12]([C:17](=[O:16])[NH:18][c:19]2[cH:20][cH:21][cH:22][cH:23][cH:24]2)[CH2:11][CH2:10]3)[cH:5][cH:6]1. Reactants: COc1cc(NC(=O)Nc2c(-c3ccccc3C)c3cc4c(cc3oc2=O)CCC4)cc(OC)c1OC(C)=O, C1CCOC1. Product: COc1cc(NC(=O)Nc2c(-c3ccccc3C)c3cc4c(cc3oc2=O)CCC4)cc(OC)c1O. As a reaction SMILES: [C:1](=[O:2])([CH3:3])[O:4][c:5]1[c:6]([O:38][CH3:39])[cH:7][c:8]([NH:13][C:14](=[O:15])[NH:16][c:17]2[c:18](=[O:37])[o:19][c:20]3[c:21]([c:22]2-[c:23]2[c:24]([CH3:29])[cH:25][cH:26][cH:27][cH:28]2)[cH:30][c:31]2[c:32]([cH:33]3)[CH2:34][CH2:35][CH2:36]2)[cH:9][c:10]1[O:11][CH3:12].[O:40]1[CH2:41][CH2:42][CH2:43][CH2:44]1>>[OH:4][c:5]1[c:6]([O:38][CH3:39])[cH:7][c:8]([NH:13][C:14](=[O:15])[NH:16][c:17]2[c:18](=[O:37])[o:19][c:20]3[c:21]([c:22]2-[c:23]2[c:24]([CH3:29])[cH:25][cH:26][cH:27][cH:28]2)[cH:30][c:31]2[c:32]([cH:33]3)[CH2:34][CH2:35][CH2:36]2)[cH:9][c:10]1[O:11][CH3:12]. The reactants are Cl, [N-]=[N+]=[N-], [N-]=[N+]=[N-], [N-]=[N+]=NCC1Cc2cccc(-c3cc(C(F)(F)F)cc(C(F)(F)F)c3)c2O1, [Na+]. Product: NCC1Cc2cccc(-c3cc(C(F)(F)F)cc(C(F)(F)F)c3)c2O1. Reaction SMILES: [ClH:35].[N-:2]=[N+:3]=[N-:4].[N-:32]=[N+:33]=[N-:34].[N:5](=[N+:6]=[N-:7])[CH2:8][CH:9]1[O:10][c:11]2[c:12]([cH:14][cH:15][cH:16][c:17]2-[c:18]2[cH:19][c:20]([C:28]([F:29])([F:30])[F:31])[cH:21][c:22]([C:24]([F:25])([F:26])[F:27])[cH:23]2)[CH2:13]1.[Na+:1]>>[NH2:5][CH2:8][CH:9]1[O:10][c:11]2[c:12]([cH:14][cH:15][cH:16][c:17]2-[c:18]2[cH:19][c:20]([C:28]([F:29])([F:30])[F:31])[cH:21][c:22]([C:24]([F:25])([F:26])[F:27])[cH:23]2)[CH2:13]1. The reactants are C(C)OC(COC=1C=CC(=NC1)OC=1C=C2C(=NC=NC2=CC1)NC1=NC(=NS1)C)OCC (6-{[5-(2,2-diethoxyethoxy)pyridin-2-yl]oxy}-N-(3-methyl-1,2,4-thiadiazol-5-yl)quinazoline-4-amine), C(C)N.O1CCCC1 (ethylamine tetrahydrofuran). The product is C(C)NCCOC=1C=CC(=NC1)OC=1C=C2C(=NC=NC2=CC1)NC1=NC(=NS1)C (6-({5-[2-(ethylamino)ethoxy]pyridin-2-yl}oxy)-N-(3-methyl-1,2,4-thiadiazol-5-yl)quinazoline-4-amine). As a reaction SMILES: C(O[CH:4](OCC)[CH2:5][O:6][C:7]1[CH:8]=[CH:9][C:10]([O:13][C:14]2[CH:15]=[C:16]3[C:21](=[CH:22][CH:23]=2)[N:20]=[CH:19][N:18]=[C:17]3[NH:24][C:25]2[S:29][N:28]=[C:27]([CH3:30])[N:26]=2)=[N:11][CH:12]=1)C.[CH2:34]([NH2:36])[CH3:35].O1CCCC1>>[CH2:34]([NH:36][CH2:4][CH2:5][O:6][C:7]1[CH:8]=[CH:9][C:10]([O:13][C:14]2[CH:15]=[C:16]3[C:21](=[CH:22][CH:23]=2)[N:20]=[CH:19][N:18]=[C:17]3[NH:24][C:25]2[S:29][N:28]=[C:27]([CH3:30])[N:26]=2)=[N:11][CH:12]=1)[CH3:35] |f:1.2|. Procedure details: Using 6-{[5-(2,2-diethoxyethoxy)pyridin-2-yl]oxy}-N-(3-methyl-1,2,4-thiadiazol-5-yl)quinazoline-4-amine obtained in Example 47 and 2 M ethylamine/tetrahydrofuran solution, and in the same manner as in Example 47 or according to a method similar to it or according to a combination thereof with an ordinary method, the entitled compound (24 mg) was obtained as a yellow solid. The reactants are NC=1SC(=CC1C(=O)OCC)CC1=CC=CC=C1 (2-amino-5-(phenylmethyl)thiophene-3-carboxylic acid, ethyl ester), COC(C)(C)OC (2,2-dimethoxypropane), [BH4-].[Na+] (sodium borohydride). The reagents and catalysts are CC1=CC=C(C=C1)S(=O)(=O)O (4-methylbenzenesulfonic acid). Solvent: C1(=CC=CC=C1)C (toluene), C(C)O (ethanol), O (water). Run at time 24 hour. Yields the product CC(C)NC=1SC(=CC1C(=O)OCC)CC1=CC=CC=C1 (2-(1-methylethylamino)-5-(phenylmethyl)thiophene-3-carboxylic acid, ethyl ester). As a reaction SMILES: [NH2:1][C:2]1[S:3][C:4]([CH2:12][C:13]2[CH:18]=[CH:17][CH:16]=[CH:15][CH:14]=2)=[CH:5][C:6]=1[C:7]([O:9][CH2:10][CH3:11])=[O:8].CO[C:21](OC)([CH3:23])[CH3:22].[BH4-].[Na+]>C1(C)C=CC=CC=1.C(O)C.O.CC1C=CC(S(O)(=O)=O)=CC=1>[CH3:22][CH:21]([NH:1][C:2]1[S:3][C:4]([CH2:12][C:13]2[CH:18]=[CH:17][CH:16]=[CH:15][CH:14]=2)=[CH:5][C:6]=1[C:7]([O:9][CH2:10][CH3:11])=[O:8])[CH3:23] |f:2.3|. Reported procedure: To a solution of 2-amino-5-(phenylmethyl)thiophene-3-carboxylic acid, ethyl ester (2.61 g) and 4-methylbenzenesulfonic acid (30mg) in dry toluene (50 ml) was added 2,2-dimethoxypropane. The solution was heated to reflux for 5 hours and then allowed to cool to ambient temperature. A solution of sodium borohydride (800 mg) in ethanol (100 ml) was added to the solution and the mixture was stirred at room temperature under nitrogen for 24 hours. The mixture was diluted with water and then extracted ...